From a dataset of the Open Reaction Database (ORD), a public repository of structured organic reaction records. describe an organic reaction: reactants, conditions, products, and yield As a reaction SMILES: [CH2:30]1[O:31][CH2:32][CH2:33][CH2:34]1.[CH3:1][O:2][C:3]([c:4]1[c:5]([O:12][CH2:13][CH2:14][CH2:15][CH3:16])[cH:6][c:7]([CH2:10][Br:11])[cH:8][cH:9]1)=[O:17].[CH3:21][CH2:22][CH2:23][CH2:24][CH2:25][CH3:26].[CH3:27][OH:28].[ClH:20].[Li+:19].[OH-:18].[OH2:29]>>[CH3:1][O:2][C:3]([c:4]1[c:5]([O:12][CH2:13][CH2:14][CH2:15][CH3:16])[cH:6][c:7]([CH2:10][OH:18])[cH:8][cH:9]1)=[O:17]. The product is CCCCOc1cc(CO)ccc1C(=O)OC. The reactants are C1CCOC1, CCCCOc1cc(CBr)ccc1C(=O)OC, CCCCCC, CO, Cl, [Li+], [OH-], O.